Dataset: the Open Reaction Database (ORD), a public repository of structured organic reaction records. Task: describe an organic reaction: reactants, conditions, products, and yield Reactants: ClC1=C(C=C2CCN(CC2)C(=O)OC(C)(C)C)C=C(C(=C1)[N+](=O)[O-])F (tert-butyl 4-(2-chloro-5-fluoro-4-nitrobenzylidene)piperidine-1-carboxylate). Reagents/catalysts: [Pt](=O)=O (platinum (IV) oxide). The solvent is C(C)O (ethanol), C(C)O (ethanol). Reaction conditions: time 45 minute. Yields the product NC1=CC(=C(CC2CCN(CC2)C(=O)OC(C)(C)C)C=C1F)Cl (tert-butyl 4-(4-amino-2-chloro-5-fluorobenzyl)piperidine-1-carboxylate). The yield is 114.1%. As a reaction SMILES: [Cl:1][C:2]1[CH:21]=[C:20]([N+:22]([O-])=O)[C:19]([F:25])=[CH:18][C:3]=1[CH:4]=[C:5]1[CH2:10][CH2:9][N:8]([C:11]([O:13][C:14]([CH3:17])([CH3:16])[CH3:15])=[O:12])[CH2:7][CH2:6]1>C(O)C.[Pt](=O)=O>[NH2:22][C:20]1[C:19]([F:25])=[CH:18][C:3]([CH2:4][CH:5]2[CH2:10][CH2:9][N:8]([C:11]([O:13][C:14]([CH3:17])([CH3:16])[CH3:15])=[O:12])[CH2:7][CH2:6]2)=[C:2]([Cl:1])[CH:21]=1. Procedure: A slurry of platinum (IV) oxide (0.074 mmol, 16.84 mg) in ethanol was added to a solution of tert-butyl 4-(2-chloro-5-fluoro-4-nitrobenzylidene)piperidine-1-carboxylate (1.483 mmol, 550 mg) in ethanol and the resulting suspension was hydrogenated at 3 bar for 45 minutes. The reaction mixture was filtered through celite, washing with ethanol. The filtrate was concentrated under vacuum to afford the intermediate tert-butyl 4-(4-amino-2-chloro-5-fluorobenzyl)piperidine-1-carboxylate (580 mg). Starting materials: COC1CCC2C3CCC4CC(=O)C(C)CC4(C)C3CCC12C, CC(=O)[O-], CCO, Cl, NO, [Na+], O. Yields the product COC1CCC2C3CCC4CC(=NO)C(C)CC4(C)C3CCC12C. RXN SMILES: [CH3:1][O:2][CH:3]1[C:4]2([CH3:5])[CH:6]([CH2:7][CH2:8]1)[CH:9]1[CH2:10][CH2:11][CH:12]3[CH2:13][C:14](=[O:23])[CH:15]([CH3:22])[CH2:16][C:17]3([CH3:18])[CH:19]1[CH2:20][CH2:21]2.[CH3:28][C:29](=[O:30])[O-:31].[CH3:33][CH2:34][OH:35].[ClH:24].[NH2:25][OH:26].[Na+:27].[OH2:32]>>[CH3:1][O:2][CH:3]1[C:4]2([CH3:5])[CH:6]([CH2:7][CH2:8]1)[CH:9]1[CH2:10][CH2:11][CH:12]3[CH2:13][C:14](=[N:25][OH:26])[CH:15]([CH3:22])[CH2:16][C:17]3([CH3:18])[CH:19]1[CH2:20][CH2:21]2. The reactants are C(CCC)[Li] (n-butyl lithium), C(C=C)Br (Allyl bromide), FC(C1=NC(=C(C(=C1C(=O)OCC)C)C(=O)OCC)C(F)(F)F)(F)F (diethyl 2,6-bis(trifluoromethyl)-4-methyl-3,5-pyridinedicarboxylate), C(C)(C)NC(C)C (diisopropyl amine). Run in O1CCCC1 (tetrahydrofuran). Run at temperature -78 celsius. The product is FC(C1=NC(=C(C(=C1C(=O)OCC)CCC=C)C(=O)OCC)C(F)(F)F)(F)F (diethyl 2,6-bis(trifluoromethyl)-4-(3-butenyl)-3,5-pyridinedicarboxylate). RXN SMILES: [CH2:1]([Li])[CH2:2][CH2:3]C.C(NC(C)C)(C)C.[F:13][C:14]([F:37])([F:36])[C:15]1[C:20]([C:21]([O:23][CH2:24][CH3:25])=[O:22])=[C:19]([CH3:26])[C:18]([C:27]([O:29][CH2:30][CH3:31])=[O:28])=[C:17]([C:32]([F:35])([F:34])[F:33])[N:16]=1.C(Br)C=C>O1CCCC1>[F:37][C:14]([F:13])([F:36])[C:15]1[C:20]([C:21]([O:23][CH2:24][CH3:25])=[O:22])=[C:19]([CH2:26][CH2:3][CH:2]=[CH2:1])[C:18]([C:27]([O:29][CH2:30][CH3:31])=[O:28])=[C:17]([C:32]([F:34])([F:33])[F:35])[N:16]=1. Procedure details: A three-necked 250 ml flask is heated, desiccated, and purged with argon. Tetrahydrofuran (50 ml) is injected via syringe and the flask is cooled to -78° C. To this is added 8.33 ml (0.0133 mole) of 1.6 M n-butyl lithium via syringe followed by 2 ml (0.0133 mole) of diisopropyl amine. To 10 ml of dried tetrahydrofuran, 5 g (0.0133 mole) of the product of Example 2 is added and the solution is injected into the reaction mixture. The mixture is stirred for an hour. Allyl bromide, 2.4 g (0.02 mole)... Reactants: S(N)(OC[C@H]1O[C@H](C[C@@H]1O[Si](C)(C)C(C)(C)C)N1C=CC2=C1N=CN=C2NC(C2=CC=CC=C2)=O)(=O)=O (((2R,3S,5R)-5-[4-(benzoylamino)-7H-pyrrolo[2,3-d]pyrimidin-7-yl]-3-{[tert-butyl(dimethyl)silyl]oxy}tetrahydrofuran-2-yl)methyl sulfamate). The reagents and catalysts are hydrofluoridic acid. Run in N1=CC=CC=C1.C1CCOC1 (pyridine THF), N1=CC=CC=C1 (pyridine). Run at time 8 hour. Yields the product S(N)(OC[C@H]1O[C@H](C[C@@H]1O)N1C=CC2=C1N=CN=C2NC(C2=CC=CC=C2)=O)(=O)=O ({(2R,3S,5R)-5-[4-(benzoylamino)-7H-pyrrolo[2,3-d]pyrimidin-7-yl]-3-hydroxytetrahydrofuran-2-yl}methyl sulfamate). The yield is 76.6%. Reaction SMILES: [S:1](=[O:37])(=[O:36])([O:3][CH2:4][C@@H:5]1[C@@H:9]([O:10][Si](C(C)(C)C)(C)C)[CH2:8][C@H:7]([N:18]2[C:22]3[N:23]=[CH:24][N:25]=[C:26]([NH:27][C:28](=[O:35])[C:29]4[CH:34]=[CH:33][CH:32]=[CH:31][CH:30]=4)[C:21]=3[CH:20]=[CH:19]2)[O:6]1)[NH2:2]>N1C=CC=CC=1.C1COCC1.N1C=CC=CC=1>[S:1](=[O:36])(=[O:37])([O:3][CH2:4][C@@H:5]1[C@@H:9]([OH:10])[CH2:8][C@H:7]([N:18]2[C:22]3[N:23]=[CH:24][N:25]=[C:26]([NH:27][C:28](=[O:35])[C:29]4[CH:34]=[CH:33][CH:32]=[CH:31][CH:30]=4)[C:21]=3[CH:20]=[CH:19]2)[O:6]1)[NH2:2] |f:1.2|. Procedure: To a solution of ((2R,3S,5R)-5-[4-(benzoylamino)-7H-pyrrolo[2,3-d]pyrimidin-7-yl]-3-{[tert-butyl(dimethyl)silyl]oxy}tetrahydrofuran-2-yl)methyl sulfamate (0.292 g, 0.533 mmol) in 5.4 mL pyridine/THF (1:1) was added approximately 5 drops of hydrofluoridic acid in pyridine. The solution was stirred at r.t. overnight, quenched by slowly adding saturated aq NaHCO3 (20 mL) and extracted with DCM (2×25 mL) and EtOAc (25 mL). The organics were combined, dried (Na2SO4), filtered, and concentrated. The c...